This data is from the Open Reaction Database (ORD), a public repository of structured organic reaction records. The task is: describe an organic reaction: reactants, conditions, products, and yield The reactants are ClCCl (dichloromethane), O1CCN(CC1)CCCC1=CNC2=CC=C(C=C12)N (3-(3-morpholinopropyl)-1H-indol-5-amine), I.S1C(=CC=C1)C(=N)SC (Methyl thiophene-2-carbimidothioate hydroiodide), N (ammonia), ClCCl (dichloromethane). Run in CO (methanol), CCOCC (ether), C(C)O (ethanol). Conditions: time 17 hour. Yields the product Cl.O1CCN(CC1)CCCC1=CNC2=CC=C(C=C12)NC(=N)C=1SC=CC1 (N-(3-(3-morpholinopropyl)-1H-indol-5-yl)thiophene-2-carboximidamide hydrochloride). RXN SMILES: [O:1]1[CH2:6][CH2:5][N:4]([CH2:7][CH2:8][CH2:9][C:10]2[C:18]3[C:13](=[CH:14][CH:15]=[C:16]([NH2:19])[CH:17]=3)[NH:12][CH:11]=2)[CH2:3][CH2:2]1.I.[S:21]1[CH:25]=[CH:24][CH:23]=[C:22]1[C:26](SC)=[NH:27].N.[Cl:31]CCl>C(O)C.CO.CCOCC>[ClH:31].[O:1]1[CH2:6][CH2:5][N:4]([CH2:7][CH2:8][CH2:9][C:10]2[C:18]3[C:13](=[CH:14][CH:15]=[C:16]([NH:19][C:26]([C:22]4[S:21][CH:25]=[CH:24][CH:23]=4)=[NH:27])[CH:17]=3)[NH:12][CH:11]=2)[CH2:3][CH2:2]1 |f:1.2,8.9|. Reported procedure: To an argon purged vial fitted with a magnetic stirbar was charged a solution of 180 (28 mg, 0.108 mmol) in absolute ethanol (3 mL). Methyl thiophene-2-carbimidothioate hydroiodide (62 mg, 0.217 mmol) was added as a yellow solid in one portion. The reaction was stirred at room temperature for 17 hours. The reaction was complete by TLC (10% 2M ammonia in methanol, 90% dichloromethane). The reaction was diluted with ether (15 mL) and the solid which precipitated was collected by vacuum filtration.... The reactants are O.C1(=CC=C(C=C1)S(=O)(=O)O)C (p-toluenesulphonic acid monohydrate), N[C@H]1[C@@H]2N(C(=C(CS2)C(C)SC2=NN=NN2)C(=O)O)C1=O (7β-amino-3-(1-methyl-5-tetrazolylthiomethyl)-3-cephem-4-carboxylic acid). Solvent: CO (methanol). Conditions: time 18 hour. Yields the product C1(=CC=CC=C1)C(C1=CC=CC=C1)OC(=O)C1=C(CS[C@H]2N1C([C@H]2N)=O)C(C)SC2=NN=NN2 (7β-amino-3-(1-methyl-5-tetrazolylthiomethyl)-3-cephem-4-carboxylic acid diphenylmethyl ester). RXN SMILES: O.[C:2]1([CH3:12])[CH:7]=[CH:6][C:5](S(O)(=O)=O)=[CH:4][CH:3]=1.[NH2:13][C@@H:14]1[C:32](=[O:33])[N:16]2[C:17]([C:29]([OH:31])=[O:30])=[C:18]([CH:21]([S:23][C:24]3[NH:28][N:27]=[N:26][N:25]=3)[CH3:22])[CH2:19][S:20][C@H:15]12>CO>[C:2]1([CH:12]([O:30][C:29]([C:17]2[N:16]3[C:32](=[O:33])[C@@H:14]([NH2:13])[C@H:15]3[S:20][CH2:19][C:18]=2[CH:21]([S:23][C:24]2[NH:25][N:26]=[N:27][N:28]=2)[CH3:22])=[O:31])[C:2]2[CH:7]=[CH:6][CH:5]=[CH:4][CH:3]=2)[CH:7]=[CH:6][CH:5]=[CH:4][CH:3]=1 |f:0.1|. Procedure: 2.09 g of p-toluenesulphonic acid monohydrate are added to a suspension of 5.0 g of 7β-amino-3-(1-methyl-5-tetrazolylthiomethyl)-3-cephem-4-carboxylic acid (U.S. Pat. No. 3,516,997) in 200 ml of methanol, whilst stirring; this slowly produces a clear solution, which is concentrated under reduced pressure. Diethyl ether is added and the p-toluenesulphonic acid salt of 7β-amino-3-(1-methyl-5-tetrazolylthiomethyl)-3-cephem-4carboxylic acid is filtered off. The salt is dissolved in 100 ml of dioxane... Reactants: NC1=C(N)C=C(C(=C1)S(N)(=O)=O)Cl (2-Amino-5-Chloro-4-Sulfamylaniline), C(C)(=O)O (acetic acid), C(C1=CC=CC=C1)=O (benzaldehyde). Run in C(C)O (ethanol). Product: ClC1=CC2=C(NC(=N2)C2=CC=CC=C2)C=C1S(N)(=O)=O (5-Chloro-2-Phenyl-6-Sulfamyl-1H-Benzimidazole). RXN SMILES: [NH2:1][C:2]1[CH:8]=[C:7]([S:9](=[O:12])(=[O:11])[NH2:10])[C:6]([Cl:13])=[CH:5][C:3]=1[NH2:4].C(O)(=O)C.[CH:18](=O)[C:19]1[CH:24]=[CH:23][CH:22]=[CH:21][CH:20]=1>C(O)C>[Cl:13][C:6]1[C:7]([S:9](=[O:12])(=[O:11])[NH2:10])=[CH:8][C:2]2[NH:1][C:18]([C:19]3[CH:24]=[CH:23][CH:22]=[CH:21][CH:20]=3)=[N:4][C:3]=2[CH:5]=1. Procedure details: A mixture of 2.21 g. of 2-amino-4-chloro-5-sulfamylaniline (VI), 50 ml. of glacial acetic acid, and 1.05 g. of benzaldehyde was refluxed for 16 hours and then decanted into water. The precipitate was collected by filtration, dissolved in ethanol, treated with Darco, filtered through filter paper and then through Celite. Concentration in vacuo provided a solid which was dissolved in ethanol, filtered, and forced out with water. Treatment of this beige solid with boiling acetronitrile provided an ... Reaction conditions: temperature 50 celsius, time 2 hour. RXN SMILES: [CH2:1]([N:3]1[C:11]2[C:6](=[N:7][CH:8]=[C:9]([CH3:12])[CH:10]=2)[N:5]([C:13]2[CH:33]=[CH:32][C:16]([O:17][C:18]3[N:19]=[C:20]4[CH:25]=[CH:24][CH:23]=[CH:22][N:21]4[C:26]=3C(OCC)=O)=[CH:15][CH:14]=2)[C:4]1=[O:34])[CH3:2].[OH-].[Na+].Cl>CCO>[CH2:1]([N:3]1[C:11]2[C:6](=[N:7][CH:8]=[C:9]([CH3:12])[CH:10]=2)[N:5]([C:13]2[CH:33]=[CH:32][C:16]([O:17][C:18]3[N:19]=[C:20]4[CH:25]=[CH:24][CH:23]=[CH:22][N:21]4[CH:26]=3)=[CH:15][CH:14]=2)[C:4]1=[O:34])[CH3:2] |f:1.2|. Reactants: C(C)N1C(N(C2=NC=C(C=C21)C)C2=CC=C(OC=1N=C3N(C=CC=C3)C1C(=O)OCC)C=C2)=O (ethyl 2-[4-(1-ethyl-6-methyl-2-oxo-1,2-dihydro-3H-imidazo[4,5-b]pyridin-3-yl)phenoxy]imidazo[1,2-a]pyridine-3-carboxylate), [OH-].[Na+] (sodium hydroxide), Cl (Hydrochloric acid). Procedure details: To a solution of ethyl 2-[4-(1-ethyl-6-methyl-2-oxo-1,2-dihydro-3H-imidazo[4,5-b]pyridin-3-yl)phenoxy]imidazo[1,2-a]pyridine-3-carboxylate (62 mg) in EtOH (4 mL) was added sodium hydroxide (1.084 mL). The mixture was stirred at 50° C. for 2 h. Hydrochloric acid (2.168 mL) was added to the mixture, and the mixture was stirred at 60° C. for 10 h. The mixture was concentrated under reduced pressure. The residue was purified by column chromatography (silica gel, EtOAc/hexane) to give the title compo... The solvent is CCO (EtOH). Yields the product C(C)N1C(N(C2=NC=C(C=C21)C)C2=CC=C(C=C2)OC=2N=C1N(C=CC=C1)C2)=O (1-ethyl-3-[4-(imidazo[1,2-a]pyridin-2-yloxy)phenyl]-6-methyl-1,3-dihydro-2H-imidazo[4,5-b]pyridin-2-one). Yield: 80.4%. The reactants are [N+](=O)([O-])C1=CC=C(OC2=CC(=NC=C2)C(F)(F)F)C=C1 (4-(4-nitro-phenoxy)-2-trifluoromethyl-pyridine). Reagents/catalysts: [Ni] (Raney Nickel), [Ni] (Raney Nickel). The solvent is CO (MeOH). Conditions: time 7 hour. Product: FC(C1=NC=CC(=C1)OC1=CC=C(C=C1)N)(F)F (4-(2-Trifluoromethyl-pyridin-4-yloxy)-phenylamine). As a reaction SMILES: [N+:1]([C:4]1[CH:20]=[CH:19][C:7]([O:8][C:9]2[CH:14]=[CH:13][N:12]=[C:11]([C:15]([F:18])([F:17])[F:16])[CH:10]=2)=[CH:6][CH:5]=1)([O-])=O>[Ni].CO>[F:18][C:15]([F:16])([F:17])[C:11]1[CH:10]=[C:9]([O:8][C:7]2[CH:19]=[CH:20][C:4]([NH2:1])=[CH:5][CH:6]=2)[CH:14]=[CH:13][N:12]=1. Reported procedure: A suspension of 4-(4-nitro-phenoxy)-2-trifluoromethyl-pyridine (1.16 g, 4.08 mmol) and Raney Nickel (0.4 9, in EtOH) in MeOH (70 mL) is stirred at rt and under a hydrogen atmosphere for 7 h. Additional Raney Nickel (tip of spatula) is then added and the reaction mixture is stirred for 17 h. The mixture is filtered through a pad of celite and the filter cake is washed with copious amount of MeOH. After removal of the solvents in vacuo, the residue is purified by silica gel (50 g) column chromatog... Yields the product COC1=C(CNC2=C(C=CC=C2)OC2=CC=CC=C2)C=CC(=C1)OC (N-(2,4-dimethoxybenzyl)-2-phenoxyaniline). Reaction conditions: time 8 hour. Procedure details: In 60 ml of methanol were dissolved 3.70 g of 2-aminodiphenyl ether and 3.70 g of 2,4-dimethoxybenzaldehyde, and then 70 mg of platinum oxide was added, followed by stirring at room temperature under a hydrogen stream overnight. To the reaction mixture was added 30 ml of chloroform for dissolving the precipitate, and the catalyst was separated by filtration. The filtrate was concentrated under reduced pressure, and the residue was recrystallized from methanol to give 5.06 g of N-(2,4-dimethoxybe... Starting materials: C1=CC=C(C=C1)OC2=CC=CC=C2N (2-aminodiphenyl ether), COC1=C(C=O)C=CC(=C1)OC (2,4-dimethoxybenzaldehyde), C(Cl)(Cl)Cl (chloroform). As a reaction SMILES: [CH:1]1[CH:6]=[CH:5][C:4]([O:7][C:8]2[C:13]([NH2:14])=[CH:12][CH:11]=[CH:10][CH:9]=2)=[CH:3][CH:2]=1.[CH3:15][O:16][C:17]1[CH:24]=[C:23]([O:25][CH3:26])[CH:22]=[CH:21][C:18]=1[CH:19]=O.C(Cl)(Cl)Cl>CO.[Pt]=O>[CH3:15][O:16][C:17]1[CH:24]=[C:23]([O:25][CH3:26])[CH:22]=[CH:21][C:18]=1[CH2:19][NH:14][C:13]1[CH:12]=[CH:11][CH:10]=[CH:9][C:8]=1[O:7][C:4]1[CH:5]=[CH:6][CH:1]=[CH:2][CH:3]=1. The reagents and catalysts are [Pt]=O (platinum oxide). Solvent: CO (methanol). Yield: 75.5%. Reactants: BrC1CCC(N2C1=NC=C(C2=O)C(=O)N)C (9-bromo-6-methyl-4-oxo-6,7,8,9-tetrahydro-4H-pyrido(1,2-a)pyrimidine-3-carboxamide), solution, O.NN (hydrazine hydrate). The solvent is CO (methanol), CO (methanol). Reaction conditions: time 10 minute. Yields the product N(N)=C1CCC(N2C1=NC=C(C2=O)C(=O)N)C (9-hydrazono-6-methyl-4-oxo-6,7,8,9-tetrahydro-4H-pyrido(1,2-a)pyrimidine-3-carboxamide). The yield is 46.5%. Reaction SMILES: Br[CH:2]1[C:7]2=[N:8][CH:9]=[C:10]([C:13]([NH2:15])=[O:14])[C:11](=[O:12])[N:6]2[CH:5]([CH3:16])[CH2:4][CH2:3]1.O.[NH2:18][NH2:19]>CO>[N:18](=[C:2]1[C:7]2=[N:8][CH:9]=[C:10]([C:13]([NH2:15])=[O:14])[C:11](=[O:12])[N:6]2[CH:5]([CH3:16])[CH2:4][CH2:3]1)[NH2:19] |f:1.2|. Reported procedure: In 150 ml. of methanol 10.0 g. (34.95 millimoles) of 9-bromo-6-methyl-4-oxo-6,7,8,9-tetrahydro-4H-pyrido(1,2-a)pyrimidine-3-carboxamide are dissolved under heating. To the solution 20 ml. hydrazine hydrate are added dropwise under stirring carefully within 10 minutes. The reaction mixture is heated to boiling for 40 minutes whereupon the methanol is distilled off in vacuo. The crystals are filtered off, washed with water and crystallized from water. Thus 3.8 g. (46.5%) of 9-hydrazono-6-methyl-4-... The reactants are C(C(=O)Cl)(=O)Cl (oxalyl chloride), NC1=NC(=NC(=N1)NCCCCC1CC(N(C(C1)(C)C)OCCCCCCCC)(C)C)NCCCCC1CC(N(C(C1)(C)C)OCCCCCCCC)(C)C (2-Amino-4,6-bis[N-(1-octyloxy-2,2,6,6-tetramethylpiperidin-4-yl)butylamino]-1,3,5-triazine). Yields the product C(CCCCCCC)ON1C(CC(CC1(C)C)CCCCNC1=NC(=NC(=N1)NCCCCC1CC(N(C(C1)(C)C)OCCCCCCCC)(C)C)N=C=O)(C)C (4,6-Bis[N-(1-octyloxy-2,2,6,6-tetramethylpiperidin-4-yl)butylamino]-1,3,5-triazin-2-yl isocyanate). As a reaction SMILES: C(Cl)(=O)[C:2](Cl)=[O:3].[NH2:7][C:8]1[N:13]=[C:12]([NH:14][CH2:15][CH2:16][CH2:17][CH2:18][CH:19]2[CH2:24][C:23]([CH3:26])([CH3:25])[N:22]([O:27][CH2:28][CH2:29][CH2:30][CH2:31][CH2:32][CH2:33][CH2:34][CH3:35])[C:21]([CH3:37])([CH3:36])[CH2:20]2)[N:11]=[C:10]([NH:38][CH2:39][CH2:40][CH2:41][CH2:42][CH:43]2[CH2:48][C:47]([CH3:50])([CH3:49])[N:46]([O:51][CH2:52][CH2:53][CH2:54][CH2:55][CH2:56][CH2:57][CH2:58][CH3:59])[C:45]([CH3:61])([CH3:60])[CH2:44]2)[N:9]=1>>[CH2:28]([O:27][N:22]1[C:23]([CH3:26])([CH3:25])[CH2:24][CH:19]([CH2:18][CH2:17][CH2:16][CH2:15][NH:14][C:12]2[N:11]=[C:10]([NH:38][CH2:39][CH2:40][CH2:41][CH2:42][CH:43]3[CH2:44][C:45]([CH3:60])([CH3:61])[N:46]([O:51][CH2:52][CH2:53][CH2:54][CH2:55][CH2:56][CH2:57][CH2:58][CH3:59])[C:47]([CH3:49])([CH3:50])[CH2:48]3)[N:9]=[C:8]([N:7]=[C:2]=[O:3])[N:13]=2)[CH2:20][C:21]1([CH3:36])[CH3:37])[CH2:29][CH2:30][CH2:31][CH2:32][CH2:33][CH2:34][CH3:35]. Procedure: The title compound is prepared from the reaction of oxalyl chloride with the compound prepared in Example 21. The reactants are C(CC)NCCC (dipropylamine), C1(=CC=C(C=C1)S(=O)(=O)O)C (p-toluenesulfonic acid), NS(=O)(=O)C=1C=CC=C2CCC(CC12)=O (8-aminosulfonyl-2-tetralone), C1(=CC=CC=C1)CCCN (3-phenyl-1-propylamine). Reagents/catalysts: [Pt]=O (platinum oxide). The solvent is C1=CC=CC=C1 (benzene), C(C)O (ethanol). Yields the product NS(=O)(=O)C=1C=CC=C2CCC(CC12)NCCCC1=CC=CC=C1 (8-Aminosulfonyl-2-(N-(3-Phenylpropyl)amino)tetralin). Yield: 99.3%. RXN SMILES: C(NCCC)CC.[NH2:8][S:9]([C:12]1[CH:13]=[CH:14][CH:15]=[C:16]2[C:21]=1[CH2:20][C:19](=O)[CH2:18][CH2:17]2)(=[O:11])=[O:10].[C:23]1([CH2:29][CH2:30][CH2:31][NH2:32])[CH:28]=[CH:27][CH:26]=[CH:25][CH:24]=1.C1(C)C=CC(S(O)(=O)=O)=CC=1>C1C=CC=CC=1.C(O)C.[Pt]=O>[NH2:8][S:9]([C:12]1[CH:13]=[CH:14][CH:15]=[C:16]2[C:21]=1[CH2:20][CH:19]([NH:32][CH2:31][CH2:30][CH2:29][C:23]1[CH:28]=[CH:27][CH:26]=[CH:25][CH:24]=1)[CH2:18][CH2:17]2)(=[O:11])=[O:10]. Reported procedure: The compound was prepared in a manner similar to the preparation of the dipropylamine above using 8-aminosulfonyl-2-tetralone (1.13 g, 5.0 mmol), 3-phenyl-1-propylamine (0.75 ml, 5.3 mmol), p-toluenesulfonic acid (0.10 g, 0.53 mmol), and platinum oxide (0.30 g) in benzene (20 mls) and ethanol (35 mls) to give a solid (1.71 g). The compound was crystallized from acetonitrile and converted to the hydrochloride salt as above. (m.p. 105°-130° C.).